Dataset: the Open Reaction Database (ORD), a public repository of structured organic reaction records. Task: describe an organic reaction: reactants, conditions, products, and yield Starting materials: N1CCOCC1 (morpholine), C(=O)([O-])[O-].[K+].[K+] (K2CO3), ClC1=C2C(=NC=C1)N(C(=C2)C2=CN(C=1C2=NC(=C(C1)OC)OC)CCI)S(=O)(=O)C1=CC=C(C=C1)C (3-[4-Chloro-1-(toluene-4-sulfonyl)-1H-pyrrolo[2,3-b]pyridin-2-yl]-1-(2-iodoethyl)-5,6-dimethoxy-1H-pyrrolo[3,2-b]pyridine). The solvent is CC#N (CH3CN). Conditions: temperature 60 celsius. Yields the product ClC1=C2C(=NC=C1)N(C(=C2)C2=CN(C=1C2=NC(=C(C1)OC)OC)CCN1CCOCC1)S(=O)(=O)C1=CC=C(C=C1)C (3-[4-Chloro-1-(toluene-4-sulfonyl)-1H-pyrrolo[2,3-b]pyridin-2-yl]-5,6-dimethoxy-1-(2-morpholin-4-yl-ethyl)-1H-pyrrolo[3,2-b]pyridine). The yield is 257.1%. Reaction SMILES: [NH:1]1[CH2:6][CH2:5][O:4][CH2:3][CH2:2]1.C([O-])([O-])=O.[K+].[K+].[Cl:13][C:14]1[CH:19]=[CH:18][N:17]=[C:16]2[N:20]([S:39]([C:42]3[CH:47]=[CH:46][C:45]([CH3:48])=[CH:44][CH:43]=3)(=[O:41])=[O:40])[C:21]([C:23]3[C:27]4=[N:28][C:29]([O:34][CH3:35])=[C:30]([O:32][CH3:33])[CH:31]=[C:26]4[N:25]([CH2:36][CH2:37]I)[CH:24]=3)=[CH:22][C:15]=12>CC#N>[Cl:13][C:14]1[CH:19]=[CH:18][N:17]=[C:16]2[N:20]([S:39]([C:42]3[CH:43]=[CH:44][C:45]([CH3:48])=[CH:46][CH:47]=3)(=[O:40])=[O:41])[C:21]([C:23]3[C:27]4=[N:28][C:29]([O:34][CH3:35])=[C:30]([O:32][CH3:33])[CH:31]=[C:26]4[N:25]([CH2:36][CH2:37][N:1]4[CH2:6][CH2:5][O:4][CH2:3][CH2:2]4)[CH:24]=3)=[CH:22][C:15]=12 |f:1.2.3|. Procedure: Add morpholine (3.5 equiv., 25.9 mg, 26.1 μmol, 0.30 mmol) and K2CO3 (11.7 mg, 0.085 mmol) to bisazaindole 32 (54 mg, 0.0848 mmol) in CH3CN (6.0 mL). After heating at 60° C. for 30 h, concentrate the reaction medium under vacuum and submit the residue of raw product to flash chromatography on SiO2 (MeOH at 2-4%/CH2Cl2) to obtain 33 (40 mg, 79.2%) as an ivory-colored solid: 1H NMR (CDCl3) δ 8.26 (d, 1H, J=5.4 Hz), 7.72 (d, 2H, J=8.4 Hz), 7.66 (s, 1H), 7.16 (m, 3H), 7.09 (d, 2H, J=8.1 Hz), 4.29 (t... As a reaction SMILES: [CH3:21][CH:22]([C:23](=[O:24])[NH:25][c:26]1[cH:27][c:28]([CH:32]2[CH2:33][CH2:34][NH:35][CH2:36][CH2:37]2)[cH:29][cH:30][cH:31]1)[CH3:38].[Cl:7][c:8]1[c:9]([C:14]([CH2:15][CH2:16][CH2:17][CH2:18][Cl:19])=[O:20])[cH:10][cH:11][cH:12][cH:13]1.[K+:1].[K+:2].[O-:3][C:4]([O-:5])=[O:6]>>[Cl:7][c:8]1[c:9]([C:14]([CH2:15][CH2:16][CH2:17][CH2:18][N:35]2[CH2:34][CH2:33][CH:32]([c:28]3[cH:27][c:26]([NH:25][C:23]([CH:22]([CH3:21])[CH3:38])=[O:24])[cH:31][cH:30][cH:29]3)[CH2:37][CH2:36]2)=[O:20])[cH:10][cH:11][cH:12][cH:13]1. Starting materials: CC(C)C(=O)Nc1cccc(C2CCNCC2)c1, O=C(CCCCCl)c1ccccc1Cl, [K+], [K+], O=C([O-])[O-]. The product is CC(C)C(=O)Nc1cccc(C2CCN(CCCCC(=O)c3ccccc3Cl)CC2)c1. Starting materials: N1(C(NCCC1)=O)C1=CC=C(C(CN2CCN(CC2)C2=C(C=CC=C2)C)O)C=C1 (N-[p-(1-hexahydropyrimidin-2-one-yl)-β-hydroxy-phenethyl]-N'-(o-tolyl)-piperazine), P(Cl)(Cl)(Cl)(Cl)Cl (phosphorus pentachloride). Solvent: C(C)#N (acetonitrile). Yields the product Cl.Cl.N1(C(NCCC1)=O)C1=CC=C(C(CN2CCN(CC2)C2=C(C=CC=C2)C)Cl)C=C1 (N-[p-(1-hexhydropyrimidin-2-one-yl)-β-chlorophenethyl]-N'-(o-tolyl)-piperazine dihydrochloride). As a reaction SMILES: [N:1]1([C:8]2[CH:29]=[CH:28][C:11]([CH:12](O)[CH2:13][N:14]3[CH2:19][CH2:18][N:17]([C:20]4[CH:25]=[CH:24][CH:23]=[CH:22][C:21]=4[CH3:26])[CH2:16][CH2:15]3)=[CH:10][CH:9]=2)[CH2:6][CH2:5][CH2:4][NH:3][C:2]1=[O:7].P(Cl)(Cl)(Cl)(Cl)[Cl:31]>C(#N)C>[ClH:31].[ClH:31].[N:1]1([C:8]2[CH:29]=[CH:28][C:11]([CH:12]([Cl:31])[CH2:13][N:14]3[CH2:19][CH2:18][N:17]([C:20]4[CH:25]=[CH:24][CH:23]=[CH:22][C:21]=4[CH3:26])[CH2:16][CH2:15]3)=[CH:10][CH:9]=2)[CH2:6][CH2:5][CH2:4][NH:3][C:2]1=[O:7] |f:3.4.5|. Procedure: 7.9 gm (20 millimols) of N-[p-(1-hexahydropyrimidin-2-one-yl)-β-hydroxy-phenethyl]-N'-(o-tolyl)-piperazine (see Example 10) were dissolved in 100 ml of acetonitrile, and while stirring and cooling the solution, 8.34 gm (40 millimols) of phosphorus pentachloride were added thereto. A good yield of N-[p-(1-hexhydropyrimidin-2-one-yl)-β-chlorophenethyl]-N'-(o-tolyl)-piperazine dihydrochloride was obtained. This product was dissolved in 100 ml of methanol, 10 gm of dimethylaniline and a small amount... The reactants are COC(=O)c1ccc2c(c1)C(=O)CC2(C)C, CC(=O)[O-], CO, Cl, NO, [Na+]. Product: COC(=O)c1ccc2c(c1)C(=NO)CC2(C)C. Reaction SMILES: [CH3:1][C:2]1([CH3:16])[CH2:3][C:4](=[O:15])[c:5]2[cH:6][c:7]([C:11](=[O:12])[O:13][CH3:14])[cH:8][cH:9][c:10]21.[CH3:21][C:22](=[O:23])[O-:24].[CH3:25][OH:26].[ClH:17].[NH2:18][OH:19].[Na+:20]>>[CH3:1][C:2]1([CH3:16])[CH2:3][C:4](=[N:18][OH:19])[c:5]2[cH:6][c:7]([C:11](=[O:12])[O:13][CH3:14])[cH:8][cH:9][c:10]21. Starting materials: N#Cc1ccncc1, ClC=C(Cl)Cl, ClCCl, Cl, Nc1ccc(F)c(F)c1, [Na+], [OH-], O. Yields the product Nc1cc(F)c(F)cc1C(=O)c1ccncc1. Reaction SMILES: [C:10](#[N:11])[c:12]1[cH:13][cH:14][n:15][cH:16][cH:17]1.[Cl:21][CH:22]=[C:23]([Cl:24])[Cl:25].[Cl:27][CH2:28][Cl:29].[ClH:18].[F:1][c:2]1[c:3]([F:9])[cH:4][c:5]([NH2:8])[cH:6][cH:7]1.[Na+:20].[OH-:19].[OH2:26]>>[F:1][c:2]1[c:3]([F:9])[cH:4][c:5]([NH2:8])[c:6]([C:10]([c:12]2[cH:13][cH:14][n:15][cH:16][cH:17]2)=[O:19])[cH:7]1.